This data is from the Open Reaction Database (ORD), a public repository of structured organic reaction records. The task is: describe an organic reaction: reactants, conditions, products, and yield The reactants are NC=1N=C(SC1C(C1=C(C=CC=C1F)F)=O)NC1=CC=C(C(=O)O)C=C1 (4-[4-amino-5-(2,6-difluoro-benzoyl)-thiazol-2-ylamino]-benzoic acid), CC(CN(C)C)(C)N (2,N1,N1-trimethyl-propane-1,2-diamine), CO.C(Cl)(Cl)Cl (MeOH CHCl3). Yields the product Cl.Cl.NC=1N=C(SC1C(C1=C(C=CC=C1F)F)=O)NC1=CC=C(C(=O)NC(CN(C)C)(C)C)C=C1 (4-[4-Amino-5-(2,6-difluoro-benzoyl)-thiazol-2-ylamino]-N-(2-dimethylamino-1,1-dimethyl-ethyl)-benzamide Dihydrochloride), [NH4+].[OH-] (NH4OH). Isolated yield 58.0%. RXN SMILES: [NH2:1][C:2]1[N:3]=[C:4]([NH:17][C:18]2[CH:26]=[CH:25][C:21]([C:22]([OH:24])=O)=[CH:20][CH:19]=2)[S:5][C:6]=1[C:7](=[O:16])[C:8]1[C:13]([F:14])=[CH:12][CH:11]=[CH:10][C:9]=1[F:15].[CH3:27][C:28]([NH2:34])([CH3:33])[CH2:29][N:30]([CH3:32])[CH3:31].C[OH:36].C(Cl)(Cl)[Cl:38]>>[ClH:38].[ClH:38].[NH2:1][C:2]1[N:3]=[C:4]([NH:17][C:18]2[CH:19]=[CH:20][C:21]([C:22]([NH:34][C:28]([CH3:33])([CH3:27])[CH2:29][N:30]([CH3:32])[CH3:31])=[O:24])=[CH:25][CH:26]=2)[S:5][C:6]=1[C:7](=[O:16])[C:8]1[C:13]([F:14])=[CH:12][CH:11]=[CH:10][C:9]=1[F:15].[NH4+:1].[OH-:36] |f:2.3,4.5.6,7.8|. Procedure details: The title compound was prepared in a manner analogous to Step 3 of Method A, from 4-[4-amino-5-(2,6-difluoro-benzoyl)-thiazol-2-ylamino]-benzoic acid (3) and 2,N1,N1-trimethyl-propane-1,2-diamine (Tsuji, et al Chem. Pharm. Bull. Vol. 12, pp. 946-950 (1964)). Radial chromatography with 0.5% (58% NH4OH)/5%MeOH/CHCl3 gave a yellow oil, which was placed in CHCl3, treated with 4M HCl in dioxane (2.2 equiv), and azeotroped from CHCl3 in succession to provide 100 mg of yellow powder in 23% yield, mp 27...